Dataset: the Open Reaction Database (ORD), a public repository of structured organic reaction records. Task: describe an organic reaction: reactants, conditions, products, and yield Reactants: COCNC(=O)C=1N=C(SC1)C1=CC=CC=C1 (2-phenyl-thiazole-4-carboxylic acid methoxymethylamide), [H-].[H-].[H-].[H-].[Li+].[Al+3] (LiAlH4). The solvent is C1CCOC1 (THF). Reaction conditions: temperature -20 celsius, time 1 hour. Product: C1(=CC=CC=C1)C=1SC=C(N1)C=O (2-Phenylthiazole-4-carbaldehyde). Isolated yield 45.8%. As a reaction SMILES: COCN[C:5]([C:7]1[N:8]=[C:9]([C:12]2[CH:17]=[CH:16][CH:15]=[CH:14][CH:13]=2)[S:10][CH:11]=1)=[O:6].[H-].[H-].[H-].[H-].[Li+].[Al+3]>C1COCC1>[C:12]1([C:9]2[S:10][CH:11]=[C:7]([CH:5]=[O:6])[N:8]=2)[CH:13]=[CH:14][CH:15]=[CH:16][CH:17]=1 |f:1.2.3.4.5.6|. Reported procedure: At −78° C., to a solution of 2-phenyl-thiazole-4-carboxylic acid methoxymethylamide (1 equiv) in THF was added LiAlH4 (1 equiv, 1 N in THF) and stirring for 1 h at −20° C. The reaction mixture was placed on an ice bath and quenched by 20% H2SO4 solution, extracted with ethyl acetate and dried over MgSO4. The solvent was removed under reduced pressure and purified by column chromatography to yield 42b (45.8%). 1H NMR (300 MHz, CDCl3) δ 10.1 (s, 1H), 8.17 (s, 1H), 8.02-8.00 (m, 2H), 7.50-7.48 (m, ...